Dataset: the Open Reaction Database (ORD), a public repository of structured organic reaction records. Task: describe an organic reaction: reactants, conditions, products, and yield Procedure: Prepared analogous to Example 59 from 5-(2,3-epoxy-propoxy)-3,4-dihydro-carbostyril and thiophenol. RXN SMILES: [O:1]1[CH2:16][CH:2]1[CH2:3][O:4][C:5]1[CH:14]=[CH:13][CH:12]=[C:11]2[C:6]=1[CH2:7][CH2:8][C:9](=[O:15])[NH:10]2.[C:17]1([SH:23])[CH:22]=[CH:21][CH:20]=[CH:19][CH:18]=1>>[OH:1][CH:2]([CH2:16][S:23][C:17]1[CH:22]=[CH:21][CH:20]=[CH:19][CH:18]=1)[CH2:3][O:4][C:5]1[CH:14]=[CH:13][CH:12]=[C:11]2[C:6]=1[CH2:7][CH2:8][C:9](=[O:15])[NH:10]2. Starting materials: O1C(COC2=C3CCC(NC3=CC=C2)=O)C1 (5-(2,3-epoxy-propoxy)-3,4-dihydro-carbostyril), C1(=CC=CC=C1)S (thiophenol). Yields the product OC(COC1=C2CCC(NC2=CC=C1)=O)CSC1=CC=CC=C1 (5-(2-Hydroxy-3-phenylmercapto-propoxy)-3,4-dihydro-carbostyril). The reactants are CS(C)=O, CCOC(C)=O, ClCCl, Cc1ccc(F)c(C#N)c1, Nc1ccc(F)cc1[N+](=O)[O-], [Li+], [OH-], O, O. Product: Cc1ccc(Nc2ccc(F)cc2[N+](=O)[O-])c(C#N)c1. Reaction SMILES: [CH3:26][S:27]([CH3:28])=[O:29].[CH3:33][CH2:34][O:35][C:36](=[O:37])[CH3:38].[Cl:30][CH2:31][Cl:32].[F:12][c:13]1[c:14]([C:15]#[N:16])[cH:17][c:18]([CH3:21])[cH:19][cH:20]1.[F:1][c:2]1[cH:3][c:4]([N+:9](=[O:10])[O-:11])[c:5]([NH2:8])[cH:6][cH:7]1.[Li+:24].[OH-:23].[OH2:22].[OH2:25]>>[F:1][c:2]1[cH:3][c:4]([N+:9](=[O:10])[O-:11])[c:5]([NH:8][c:13]2[c:14]([C:15]#[N:16])[cH:17][c:18]([CH3:21])[cH:19][cH:20]2)[cH:6][cH:7]1. The reactants are CC(=O)OC1CC2CCC3C(CCC4(C)C3CC(N3CCCC3)C4OC(C)=O)C2(C)CC1N1CCC(O)CC1, C=CCBr. The product is [Br-], C=CC[N+]1(C2CC3C4CCC5CC(OC(C)=O)C(N6CCC(O)CC6)CC5(C)C4CCC3(C)C2OC(C)=O)CCCC1. RXN SMILES: [C:1]([CH3:2])(=[O:3])[O:4][CH:5]1[CH2:6][CH:7]2[CH2:8][CH2:9][CH:10]3[CH:11]4[CH2:12][CH:13]([N:35]5[CH2:36][CH2:37][CH2:38][CH2:39]5)[CH:14]([O:31][C:32]([CH3:33])=[O:34])[C:15]4([CH3:16])[CH2:17][CH2:18][CH:19]3[C:20]2([CH3:30])[CH2:21][CH:22]1[N:23]1[CH2:24][CH2:25][CH:26]([OH:29])[CH2:27][CH2:28]1.[CH2:40]([CH:41]=[CH2:42])[Br:43]>>[Br-:43].[C:1]([CH3:2])(=[O:3])[O:4][CH:5]1[CH2:6][CH:7]2[CH2:8][CH2:9][CH:10]3[CH:11]4[CH2:12][CH:13]([N+:35]5([CH2:42][CH:41]=[CH2:40])[CH2:36][CH2:37][CH2:38][CH2:39]5)[CH:14]([O:31][C:32]([CH3:33])=[O:34])[C:15]4([CH3:16])[CH2:17][CH2:18][CH:19]3[C:20]2([CH3:30])[CH2:21][CH:22]1[N:23]1[CH2:24][CH2:25][CH:26]([OH:29])[CH2:27][CH2:28]1. Reactants: BrC1=CC=C(C2=CC=CC=C12)C(=O)OC(=O)C1=CC=C(C2=CC=CC=C12)Br (4-bromo-naphthalic acid anhydride), alkali metal salt, C1(=CC=CC2=CC=CC=C12)C(=O)O (naphthalic acid), BrBr (bromine), C1(=CC=CC2=CC=CC=C12)C(=O)O (naphthalic acid), ClCl (chlorine), BrBr (bromine). Yields the product BrC1=CC=C(C2=CC=CC=C12)C(=O)OC(=O)C1=CC=C(C2=CC=CC=C12)Br (4-bromo-naphthalic acid anhydride), ClC1=CC=C(C2=CC=CC=C12)C(=O)O (4-chloro-naphthalic acid). RXN SMILES: [Br:1][C:2]1[C:11]2[C:6](=[CH:7][CH:8]=[CH:9][CH:10]=2)[C:5]([C:12]([O:14][C:15]([C:17]2[C:26]3[C:21](=[CH:22][CH:23]=[CH:24][CH:25]=3)[C:20]([Br:27])=[CH:19][CH:18]=2)=[O:16])=[O:13])=[CH:4][CH:3]=1.[C:28]1([C:38]([OH:40])=[O:39])[C:37]2[C:32](=[CH:33][CH:34]=[CH:35][CH:36]=2)[CH:31]=[CH:30][CH:29]=1.BrBr.[Cl:43]Cl>>[Br:1][C:2]1[C:11]2[C:6](=[CH:7][CH:8]=[CH:9][CH:10]=2)[C:5]([C:12]([O:14][C:15]([C:17]2[C:26]3[C:21](=[CH:22][CH:23]=[CH:24][CH:25]=3)[C:20]([Br:27])=[CH:19][CH:18]=2)=[O:16])=[O:13])=[CH:4][CH:3]=1.[Cl:43][C:31]1[C:32]2[C:37](=[CH:36][CH:35]=[CH:34][CH:33]=2)[C:28]([C:38]([OH:40])=[O:39])=[CH:29][CH:30]=1. Reported procedure: A process for the preparation of 4-bromo-naphthalic acid anhydride by bromination of an alkali metal salt of naphthalic acid in an aqueous medium at a pH of 6.8 to 9 by dropwise adding 0.55 to 0.65 mol of bromine per mol of naphthalic acid and oxidizing the bromine at the same pH-value with chlorine. By this process 4-bromo-naphthalic acid anhydride can be obtained in a quantitative yield whereby the formation of 4-chloro-naphthalic acid is avoided. Reactants: [Si](C1=CC=CC=C1)(C1=CC=CC=C1)(C(C)(C)C)OCC1=NC=C(C=C1N1C[C@H](O[C@H](C1)C)C)F ((2R,6S)-4-(2-((tert-butyldiphenylsilyloxy)methyl)-5-fluoropyridin-3-yl)-2,6-dimethylmorpholine), [Si](C1=CC=CC=C1)(C1=CC=CC=C1)(C(C)(C)C)OCC1=NC=C(C=C1N1C[C@H](O[C@H](C1)C)C)F ((2R,6S)-4-(2-((tert-butyldiphenylsilyloxy)methyl)-5-fluoropyridin-3-yl)-2,6-dimethylmorpholine), ClC(C(Cl)(Cl)Cl)(Cl)Cl (hexachloroethane), C(C)(C)NC(C)C (diisopropylamine), C(CCC)[Li] (n-butyllithium). The solvent is C1CCOC1 (THF), C1CCOC1 (THF), C1CCOC1 (THF), CCOC(=O)C (EtOAc). Reaction conditions: temperature 0 celsius, time 45 minute. Product: [Si](C1=CC=CC=C1)(C1=CC=CC=C1)(C(C)(C)C)OCC1=NC=C(C(=C1N1C[C@H](O[C@H](C1)C)C)Cl)F ((2R,6S)-4-(2-((tert-butyldiphenylsilyloxy)methyl)-4-chloro-5-fluoropyridin-3-yl)-2,6-dimethylmorpholine). RXN SMILES: C(NC(C)C)(C)C.C([Li])CCC.[Si:13]([O:30][CH2:31][C:32]1[C:37]([N:38]2[CH2:43][C@H:42]([CH3:44])[O:41][C@H:40]([CH3:45])[CH2:39]2)=[CH:36][C:35]([F:46])=[CH:34][N:33]=1)([C:26]([CH3:29])([CH3:28])[CH3:27])([C:20]1[CH:25]=[CH:24][CH:23]=[CH:22][CH:21]=1)[C:14]1[CH:19]=[CH:18][CH:17]=[CH:16][CH:15]=1.[Cl:47]C(Cl)(Cl)C(Cl)(Cl)Cl>C1COCC1.CCOC(C)=O>[Si:13]([O:30][CH2:31][C:32]1[C:37]([N:38]2[CH2:39][C@H:40]([CH3:45])[O:41][C@H:42]([CH3:44])[CH2:43]2)=[C:36]([Cl:47])[C:35]([F:46])=[CH:34][N:33]=1)([C:26]([CH3:27])([CH3:29])[CH3:28])([C:14]1[CH:15]=[CH:16][CH:17]=[CH:18][CH:19]=1)[C:20]1[CH:25]=[CH:24][CH:23]=[CH:22][CH:21]=1. Procedure: A solution of diisopropylamine (3.51 ml, 24.65 mmol) in THF (30 ml) was cooled in a dry ice-acetone bath. A solution of n-butyllithium (2.5 M in hexanes, 9.28 ml, 23.20 mmol) was added and the mixture was warmed to 0° C. and recooled in a dry ice-acetone bath. The solution was added to a second solution of (2R,6S)-4-(2-((tert-butyldiphenylsilyloxy)methyl)-5-fluoropyridin-3-yl)-2,6-dimethylmorpholine (Intermediate 44, 6.94 g, 14.50 mmol) in THF (30 ml) cooled in a dry ice-acetone bath. The mixtur... Starting materials: BrC1=C(C=CC=C1)CBr (1-bromo-2-(bromomethyl)benzene), ClP(C1=CC=CC=C1)C1=CC=CC=C1 (Chlorodiphenylphosphine), II (iodine), [Mg] (magnesium). Reagents/catalysts: C(CCC)[Li] (n-butyl lithium). The solvent is C(C)OCC (diethyl ether), C(C)OCC (diethyl ether), C(C)OCC (diethyl ether). The product is BrC1=C(CP(C2=CC=CC=C2)C2=CC=CC=C2)C=CC=C1 ((2-bromobenzyl)diphenyl-phosphine). Reaction SMILES: [Mg].II.[Br:4][C:5]1[CH:10]=[CH:9][CH:8]=[CH:7][C:6]=1[CH2:11]Br.Cl[P:14]([C:21]1[CH:26]=[CH:25][CH:24]=[CH:23][CH:22]=1)[C:15]1[CH:20]=[CH:19][CH:18]=[CH:17][CH:16]=1>C([Li])CCC.C(OCC)C>[Br:4][C:5]1[CH:10]=[CH:9][CH:8]=[CH:7][C:6]=1[CH2:11][P:14]([C:21]1[CH:22]=[CH:23][CH:24]=[CH:25][CH:26]=1)[C:15]1[CH:20]=[CH:19][CH:18]=[CH:17][CH:16]=1. Reported procedure: Under nitrogen, magnesium (1.87 g) was placed in a 3-neck 250 ml round bottom flask along with about 60 ml of diethyl ether and a few crystals of iodine and a few drops of n-butyl lithium (2M). 1-bromo-2-(bromomethyl)benzene (17.5 g) was added to an addition funnel along with 20 ml of diethyl ether. This solution was added dropwise to the mixture. The reaction was refluxed for an additional ½ hour after dropwise addition was completed. Chlorodiphenylphosphine (11.3 ml) in 20 ml of diethyl ether ...